describe an organic reaction: reactants, conditions, products, and yield From a dataset of the Open Reaction Database (ORD), a public repository of structured organic reaction records. Starting materials: N(C1=CC=CC=C1)C1=NC=2C3=C(CCC2C=N1)C(=NN3C)C(=O)O (8-anilino-1-methyl-4,5-dihydro-1H-pyrazolo[4,3-h]quinazoline-3-carboxylic acid), ON1N=NC2=C1C=CC=C2 (N-hydroxybenzotriazole), CN1CCOCC1 (N -methylmorpholine), Cl.CN(CCCN=C=NCC)C (N-(3-dimethylaminopropyl)-N′-ethylcarbodiimide hydrochloride), triphenylmethylhydroxylanine. Solvent: CN(C=O)C (dimethylformamide). Product: N(C1=CC=CC=C1)C1=NC=2C3=C(CCC2C=N1)C(=NN3C)C(=O)NO (8-anilino-N-hydroxy-1-methyl-4,5-dihydro-1H-pyrazolo[4,3-h]quinazoline-3-carboxamide). Isolated yield 66.1%. As a reaction SMILES: [NH:1]([C:8]1[N:17]=[CH:16][C:15]2[CH2:14][CH2:13][C:12]3[C:18]([C:22]([OH:24])=O)=[N:19][N:20]([CH3:21])[C:11]=3[C:10]=2[N:9]=1)[C:2]1[CH:7]=[CH:6][CH:5]=[CH:4][CH:3]=1.[OH:25][N:26]1C2C=CC=CC=2N=N1.CN1CCOCC1.Cl.CN(C)CCCN=C=NCC>CN(C)C=O>[NH:1]([C:8]1[N:17]=[CH:16][C:15]2[CH2:14][CH2:13][C:12]3[C:18]([C:22]([NH:26][OH:25])=[O:24])=[N:19][N:20]([CH3:21])[C:11]=3[C:10]=2[N:9]=1)[C:2]1[CH:7]=[CH:6][CH:5]=[CH:4][CH:3]=1 |f:3.4|. Procedure: To a solution of 260 mg (0.81 mmol) of 8-anilino-1-methyl-4,5-dihydro-1H-pyrazolo[4,3-h]quinazoline-3-carboxylic acid in 50 mL of anhydrous dimethylformamide 111 mg of N-hydroxybenzotriazole (0.81 mmol), 0.16 mL of N -methylmorpholine, 205 mg (1.07 mmol) of N-(3-dimethylaminopropyl)-N′-ethylcarbodiimide hydrochloride and 585 mg (2.13 mmol) of triphenylmethylhydroxylanine were added consecutively. After 48 hours at room temperature the solvent was removed under reduced pressure and the residue ta... Starting materials: [Cl-], Cc1c(Cl)cccc1[N+](=O)[O-], O=S(=O)(O)O. Product: Cc1c(N)cccc1Cl. As a reaction SMILES: [Cl-:1].[Cl:2][c:3]1[c:4]([CH3:12])[c:5]([N+:9]([O-:10])=[O:11])[cH:6][cH:7][cH:8]1.[S:13](=[O:14])(=[O:15])([OH:16])[OH:17]>>[Cl:2][c:3]1[c:4]([CH3:12])[c:5]([NH2:9])[cH:6][cH:7][cH:8]1. The reactants are C(C(C)C)N([C@@H](CCCCN)C(=O)O)S(=O)(=O)C1=CC=C(C=C1)[N+](=O)[O-] (Nα-isobutyl-Nα-(4-nitrobenzenesulfonyl)-L-lysine), COC=1C=C(C=CC(=O)O)C=C(C1)OC (3,5-dimethoxycinnamic acid). Product: C(C(C)C)N([C@@H](CCCCNC(C=CC1=CC(=CC(=C1)OC)OC)=O)C(=O)O)S(=O)(=O)C1=CC=C(C=C1)[N+](=O)[O-] (Nα-Isobutyl-Nα-(4-nitrobenzenesulfonyl)-Nε-(3,5-dimethoxycinnamoyl)-L-lysine). Isolated yield 66.0%. As a reaction SMILES: [CH2:1]([N:5]([S:15]([C:18]1[CH:23]=[CH:22][C:21]([N+:24]([O-:26])=[O:25])=[CH:20][CH:19]=1)(=[O:17])=[O:16])[C@H:6]([C:12]([OH:14])=[O:13])[CH2:7][CH2:8][CH2:9][CH2:10][NH2:11])[CH:2]([CH3:4])[CH3:3].[CH3:27][O:28][C:29]1[CH:30]=[C:31]([CH:37]=[C:38]([O:40][CH3:41])[CH:39]=1)[CH:32]=[CH:33][C:34](O)=[O:35]>>[CH2:1]([N:5]([S:15]([C:18]1[CH:23]=[CH:22][C:21]([N+:24]([O-:26])=[O:25])=[CH:20][CH:19]=1)(=[O:17])=[O:16])[C@H:6]([C:12]([OH:14])=[O:13])[CH2:7][CH2:8][CH2:9][CH2:10][NH:11][C:34](=[O:35])[CH:33]=[CH:32][C:31]1[CH:30]=[C:29]([O:28][CH3:27])[CH:39]=[C:38]([O:40][CH3:41])[CH:37]=1)[CH:2]([CH3:4])[CH3:3]. Reported procedure: Nα-isobutyl-Nα-(4-nitrobenzenesulfonyl)-L-lysine was reacted with 3,5-dimethoxycinnamic acid under the conditions described in example 86 to yield 66% of the desired product. Reactants: C(C)OC(C(C(CCC)C=1C=NC(=CC1)NC(C(C)(C)C)=O)CSC(C)=O)=O (2-Acetylsulfanylmethyl-3-[6-(2,2-dimethyl-propionylamino)-pyridin-3-yl]-hexanoic acid ethyl ester). Solvent: Cl (hydrochloric acid). Product: NC1=CC=C(C=N1)C(C(C(=O)O)CS)CCC (3-(6-Amino-pyridin-3-yl)-2-mercaptomethyl-hexanoic acid), hydrochloride salt. Yield: 97.0%. Reaction SMILES: C([O:3][C:4](=[O:28])[CH:5]([CH2:23][S:24]C(=O)C)[CH:6]([C:10]1[CH:11]=[N:12][C:13]([NH:16]C(=O)C(C)(C)C)=[CH:14][CH:15]=1)[CH2:7][CH2:8][CH3:9])C>Cl>[NH2:16][C:13]1[N:12]=[CH:11][C:10]([CH:6]([CH2:7][CH2:8][CH3:9])[CH:5]([CH2:23][SH:24])[C:4]([OH:28])=[O:3])=[CH:15][CH:14]=1. Procedure details: 2-Acetylsulfanylmethyl-3-[6-(2,2-dimethyl-propionylamino)-pyridin-3-yl]-hexanoic acid ethyl ester (40.4 mg, 99 μmol) was dissolved under argon in aqueous hydrochloric acid (37%, 4.2 mL) and heated under reflux for 2 h. Concentration under reduced pressure (0.3 torr, 40° C.) gave the title compound as the hydrochloride salt (28 mg, 97%). The reactants are ClC1=C(C=CC=C1Cl)I (2,3-dichloroiodobenzene), C1(=CC=CC=C1)P(C1=CC=CC=C1)C1=CC=CC=C1 (triphenylphosphine), C(C#C)O (propargyl alcohol), C(C)(C)N(CC)C(C)C (diisopropylethylamine). Reagents/catalysts: [Cu]I (copper(I) iodide), C1=CC=C(C=C1)/C=C/C(=O)/C=C/C2=CC=CC=C2.C1=CC=C(C=C1)/C=C/C(=O)/C=C/C2=CC=CC=C2.C1=CC=C(C=C1)/C=C/C(=O)/C=C/C2=CC=CC=C2.C(Cl)(Cl)Cl.[Pd].[Pd] (tris(dibenzylideneacetone)dipalladium(0) chloroform adduct). The solvent is [Cl-].[Na+].O (brine), O1CCCC1 (tetrahydrofuran). Run at time 25 hour. Yields the product ClC1=C(C=CC=C1Cl)C#CCO (3-(2,3-dichlorophenyl)-2-propyne-1-ol). As a reaction SMILES: [Cl:1][C:2]1[C:7]([Cl:8])=[CH:6][CH:5]=[CH:4][C:3]=1I.C1(P(C2C=CC=CC=2)C2C=CC=CC=2)C=CC=CC=1.[CH2:29]([OH:32])[C:30]#[CH:31].C(N(C(C)C)CC)(C)C>[Cl-].[Na+].O.[Cu]I.C1C=CC(/C=C/C(/C=C/C2C=CC=CC=2)=O)=CC=1.C1C=CC(/C=C/C(/C=C/C2C=CC=CC=2)=O)=CC=1.C1C=CC(/C=C/C(/C=C/C2C=CC=CC=2)=O)=CC=1.C(Cl)(Cl)Cl.[Pd].[Pd].O1CCCC1>[Cl:1][C:2]1[C:7]([Cl:8])=[CH:6][CH:5]=[CH:4][C:3]=1[C:31]#[C:30][CH2:29][OH:32] |f:4.5.6,8.9.10.11.12.13|. Reported procedure: A mixture of 2,3-dichloroiodobenzene (5.00 g), copper(I) iodide (69.8 mg), triphenylphosphine (240 mg), tris(dibenzylideneacetone)dipalladium(0) chloroform adduct (378 mg), propargyl alcohol (1.19 ml), diisopropylethylamine (12.8 ml) and tetrahydrofuran (100 ml) was stirred at room temperature for 25 hr. The reaction mixture was added to brine, and the mixture was extracted with ethyl acetate, washed with saturated brine, and dried over anhydrous magnesium sulfate. The solvent was evaporated und...